This data is from the Open Reaction Database (ORD), a public repository of structured organic reaction records. The task is: describe an organic reaction: reactants, conditions, products, and yield Reactants: C1CCOC1, CCOC(C)=O, CC(CC(N)=O)c1ccc(-c2ccc(Cl)cc2)cc1, Cl, [Na+], [OH-], O. Product: CC(CCN)c1ccc(-c2ccc(Cl)cc2)cc1. RXN SMILES: [CH2:24]1[O:25][CH2:26][CH2:27][CH2:28]1.[CH3:29][CH2:30][O:31][C:32](=[O:33])[CH3:34].[Cl:1][c:2]1[cH:3][cH:4][c:5](-[c:8]2[cH:9][cH:10][c:11]([CH:14]([CH2:15][C:16](=[O:17])[NH2:18])[CH3:19])[cH:12][cH:13]2)[cH:6][cH:7]1.[ClH:20].[Na+:23].[OH-:22].[OH2:21]>>[Cl:1][c:2]1[cH:3][cH:4][c:5](-[c:8]2[cH:9][cH:10][c:11]([CH:14]([CH2:15][CH2:16][NH2:18])[CH3:19])[cH:12][cH:13]2)[cH:6][cH:7]1. The reactants are Oc1ccc2cc(Br)ccc2c1, COc1ccccc1C=[N+]1CCOCC1, [Cl-]. Product: COc1ccccc1C(c1c(O)ccc2cc(Br)ccc12)N1CCOCC1. RXN SMILES: [Br:17][c:18]1[cH:19][c:20]2[cH:21][cH:22][c:23]([OH:28])[cH:24][c:25]2[cH:26][cH:27]1.[CH3:2][O:3][c:4]1[c:5]([CH:6]=[N+:7]2[CH2:8][CH2:9][O:10][CH2:11][CH2:12]2)[cH:13][cH:14][cH:15][cH:16]1.[Cl-:1]>>[CH3:2][O:3][c:4]1[c:5]([CH:6]([N:7]2[CH2:8][CH2:9][O:10][CH2:11][CH2:12]2)[c:24]2[c:23]([OH:28])[cH:22][cH:21][c:20]3[cH:19][c:18]([Br:17])[cH:27][cH:26][c:25]32)[cH:13][cH:14][cH:15][cH:16]1.